The task is: describe an organic reaction: reactants, conditions, products, and yield. This data is from the Open Reaction Database (ORD), a public repository of structured organic reaction records. Starting materials: C(C)(=O)O (Acetic acid), C=O (formaldehyde), O (water), ClC=1C=C(C=2N(N1)C(=NN2)C)NC2CCNCC2 ((6-Chloro-3-methyl-[1,2,4]triazolo[4,3-b]pyridazin-8-yl)-piperidin-4-yl-amine). Run in C1CCOC1 (THF). Run at time 1 hour. Yields the product ClC=1C=C(C=2N(N1)C(=NN2)C)NC2CCN(CC2)C ((6-Chloro-3-methyl-[1,2,4]triazolo[4,3-b]pyridazin-8-yl)-(1-methyl-piperidin-4-yl)-amine). As a reaction SMILES: [Cl:1][C:2]1[CH:3]=[C:4]([NH:12][CH:13]2[CH2:18][CH2:17][NH:16][CH2:15][CH2:14]2)[C:5]2[N:6]([C:8]([CH3:11])=[N:9][N:10]=2)[N:7]=1.[C:19](O)(=O)C.C=O.O>C1COCC1>[Cl:1][C:2]1[CH:3]=[C:4]([NH:12][CH:13]2[CH2:14][CH2:15][N:16]([CH3:19])[CH2:17][CH2:18]2)[C:5]2[N:6]([C:8]([CH3:11])=[N:9][N:10]=2)[N:7]=1. Reported procedure: (6-Chloro-3-methyl-[1,2,4]triazolo[4,3-b]pyridazin-8-yl)-piperidin-4-yl-amine (0.26 g; 0.97 mmol) was dissolved in 5.0 ml THF. Acetic acid (0.11 ml; 1.94 mmol), formaldehyde 37% in water (0.29 ml; 3.89 mmol) and STAB (0.27 g; 1.27 mmol) were added and stirred at ambient temperature for 1 hour. The crude material was purified by using reversed phase chromatography under basic conditions.